This data is from the Open Reaction Database (ORD), a public repository of structured organic reaction records. The task is: describe an organic reaction: reactants, conditions, products, and yield The reactants are ice water, FC1=CC=C(C=C1)S (p-fluorothiophenol), cuprous chloride, IC1=C(C(=O)O)C=CC(=C1)Cl (2-iodo-4-chlorobenzoic acid), C([O-])([O-])=O.[K+].[K+] (potassium carbonate). Run in N1=CC=CC=C1 (pyridine), N1=CC=CC=C1 (pyridine). Product: ClC1=CC(=C(C(=O)O)C=C1)SC1=CC=C(C=C1)F (4-chloro-2-(4-fluorophenylthio)-benzoic acid). Reaction SMILES: [F:1][C:2]1[CH:7]=[CH:6][C:5]([SH:8])=[CH:4][CH:3]=1.I[C:10]1[CH:18]=[C:17]([Cl:19])[CH:16]=[CH:15][C:11]=1[C:12]([OH:14])=[O:13].C(=O)([O-])[O-].[K+].[K+]>N1C=CC=CC=1>[Cl:19][C:17]1[CH:18]=[CH:10][C:11]([C:12]([OH:14])=[O:13])=[C:15]([S:8][C:5]2[CH:6]=[CH:7][C:2]([F:1])=[CH:3][CH:4]=2)[CH:16]=1 |f:2.3.4|. Procedure details: To a solution of 1.28 g. (0.01 mol) of p-fluorothiophenol and 2.82 g. (0.01 mol) of 2-iodo-4-chlorobenzoic acid in 20 ml. of pyridine is added 1.3 g. (0.01 mol) of potassium carbonate, with stirring. Additional pyridine is added until solution is clear and then 0.3 g. of cuprous chloride is introduced. The resulting mixture is refluxed overnight, poured into ice-water, stirred and filtered. The aqueous solution is acidified and filtered. The solid is dissolved in 5% sodium bicarbonate solution a... Starting materials: CO, CC(C)COC(C)ONC(=O)c1cc2ccc(CNCc3ccc(CNC(Cc4ccccc4)C(=O)OC4CCCC4)cc3)cc2s1, ClCCl, O=C(O)C(F)(F)F. Yields the product O=C(NO)c1cc2ccc(CNCc3ccc(CNC(Cc4ccccc4)C(=O)OC4CCCC4)cc3)cc2s1. RXN SMILES: [CH3:48][OH:49].[CH:1]1([O:6][C:7]([CH:8]([CH2:9][c:10]2[cH:11][cH:12][cH:13][cH:14][cH:15]2)[NH:16][CH2:17][c:18]2[cH:19][cH:20][c:21]([CH2:24][NH:25][CH2:26][c:27]3[cH:28][cH:29][c:30]4[c:31]([s:32][c:33]([C:35]([NH:36][O:37][CH:38]([O:39][CH2:40][CH:41]([CH3:42])[CH3:43])[CH3:44])=[O:45])[cH:34]4)[cH:46]3)[cH:22][cH:23]2)=[O:47])[CH2:2][CH2:3][CH2:4][CH2:5]1.[Cl:57][CH2:58][Cl:59].[F:50][C:51]([F:52])([F:53])[C:54]([OH:55])=[O:56]>>[CH:1]1([O:6][C:7]([CH:8]([CH2:9][c:10]2[cH:11][cH:12][cH:13][cH:14][cH:15]2)[NH:16][CH2:17][c:18]2[cH:19][cH:20][c:21]([CH2:24][NH:25][CH2:26][c:27]3[cH:28][cH:29][c:30]4[c:31]([s:32][c:33]([C:35]([NH:36][OH:37])=[O:45])[cH:34]4)[cH:46]3)[cH:22][cH:23]2)=[O:47])[CH2:2][CH2:3][CH2:4][CH2:5]1. Reactants: ClC1=C(C=CC=C1)N\N=C\C(=O)OC (Methyl (2E)-[(2-chlorophenyl)hydrazono]acetate), BrN1C(CCC1=O)=O (N-bromosuccinimide). Solvent: O1CCCC1 (tetrahydrofuran). Conditions: time 2 hour. Product: Br\C(\C(=O)OC)=N/NC1=C(C=CC=C1)Cl (Methyl (2Z)-bromo[(2-chlorophenyl)hydrazono]acetate). Isolated yield 71.3%. RXN SMILES: [Cl:1][C:2]1[CH:7]=[CH:6][CH:5]=[CH:4][C:3]=1[NH:8]/[N:9]=[CH:10]/[C:11]([O:13][CH3:14])=[O:12].[Br:15]N1C(=O)CCC1=O>O1CCCC1>[Br:15]/[C:10](=[N:9]\[NH:8][C:3]1[CH:4]=[CH:5][CH:6]=[CH:7][C:2]=1[Cl:1])/[C:11]([O:13][CH3:14])=[O:12]. Reported procedure: To a solution of the title compound of Step A (16.5 g, 77 mmol) in tetrahydrofuran (150 mL) was added N-bromosuccinimide (13.7 g, 77 mmol) and the mixture was stirred at ambient temperature for 2 hours. The mixture was concentrated and extracted with hexane and the hexane solution was concentrated to give the title compound of Step B (16 g) as an orange solid. Solvent: O (H2O), C(C)O (ethanol), C1(=CC=CC=C1)C (toluene). The product is ClC1=CC(=C(C=O)C=C1)O (4-Chloro-2-hydroxybenzaldehyde). RXN SMILES: [Cl:1][C:2]1[CH:3]=[C:4]([OH:8])[CH:5]=[CH:6][CH:7]=1.C([Mg]Cl)C.[CH2:13]([O:15]CC)C>C1(C)C=CC=CC=1.C(O)C.O.C([O-])(=O)C.[Cu+2].C([O-])(=O)C>[Cl:1][C:2]1[CH:7]=[CH:6][C:5]([CH:13]=[O:15])=[C:4]([OH:8])[CH:3]=1 |f:6.7.8|. Reactants: substituted salicylaldehydes, C(C)OCC (diethyl ether), C(C)[Mg]Cl (ethylmagnesium chloride), ClC=1C=C(C=CC1)O (3-chlorophenol), solution. The reagents and catalysts are C(C)(=O)[O-].[Cu+2].C(C)(=O)[O-] (copper (II) acetate). Reported procedure: Modification of a procedure described by G. Casiraghi et al., (J. Chem. Soc., Perkin Transac. I., 1978, 318), was utilized in the preparation of substituted salicylaldehydes. To a mixture of 26 g of 3-chlorophenol dissolved in 200 mL, of toluene at 10° C. was added dropwise 100 mL, of a 2M solution of ethylmagnesium chloride in diethyl ether. The ether was distilled off and the reaction mixture was cooled to room temperature and 26.0 g of 1,3-dimethyl-3,4,5,6-tetrahydro-2(1H)-pyrimidinone (DMPU)... RXN SMILES: [B-:16]([F:17])([F:18])([F:19])[F:20].[CH2:38]([N:39]([CH:40]([CH3:41])[CH3:42])[CH:43]([CH3:44])[CH3:45])[CH3:46].[CH2:47]1[NH:48][CH:49]([C:57](=[O:58])[NH2:59])[CH2:50][c:51]2[cH:52][cH:53][cH:54][cH:55][c:56]21.[CH3:1][c:2]1[cH:3][cH:4][c:5](-[c:8]2[c:9]([C:13](=[O:14])[OH:15])[cH:10][n:11][o:12]2)[cH:6][cH:7]1.[O:60]=[CH:61][N:62]([CH3:63])[CH3:64].[n:21]1([O:22][C:23]([N:24]([CH3:25])[CH3:26])=[N+:27]([CH3:28])[CH3:29])[c:30]2[cH:31][cH:32][cH:33][cH:34][c:35]2[n:36][n:37]1>>[CH3:1][c:2]1[cH:3][cH:4][c:5](-[c:8]2[c:9]([C:13](=[O:15])[N:48]3[CH2:47][c:56]4[c:51]([cH:52][cH:53][cH:54][cH:55]4)[CH2:50][CH:49]3[C:57](=[O:58])[NH2:59])[cH:10][n:11][o:12]2)[cH:6][cH:7]1. Product: Cc1ccc(-c2oncc2C(=O)N2Cc3ccccc3CC2C(N)=O)cc1. Starting materials: F[B-](F)(F)F, CCN(C(C)C)C(C)C, NC(=O)C1Cc2ccccc2CN1, Cc1ccc(-c2oncc2C(=O)O)cc1, CN(C)C=O, CN(C)C(On1nnc2ccccc21)=[N+](C)C. Reactants: C1(=CC=CC2=CC=CC=C12)N=C=O (1-Naphthylisocyanate), N12CC(C(CC1)CC2)O (3-quinuclidinol). Yields the product N12CC(C(CC1)CC2)OC(NC2=CC=CC1=CC=CC=C21)=O (N-(1-Naphthyl)carbamic Acid 1-azabicyclo[2.2.2]octan-3-yl Ester), solid. Isolated yield 34.0%. Reaction SMILES: [C:1]1([N:11]=[C:12]=[O:13])[C:10]2[C:5](=[CH:6][CH:7]=[CH:8][CH:9]=2)[CH:4]=[CH:3][CH:2]=1.[N:14]12[CH2:21][CH2:20][CH:17]([CH2:18][CH2:19]1)[CH:16]([OH:22])[CH2:15]2>>[N:14]12[CH2:21][CH2:20][CH:17]([CH2:18][CH2:19]1)[CH:16]([O:22][C:12](=[O:13])[NH:11][C:1]1[C:10]3[C:5](=[CH:6][CH:7]=[CH:8][CH:9]=3)[CH:4]=[CH:3][CH:2]=1)[CH2:15]2. Reported procedure: 1-Naphthylisocyanate and 3-quinuclidinol were used. The title compound was isolated as a white solid (34%): mp 186-188° C.; FAB LRMS m /z 297 (MH+). The reactants are C(C)(C)N(CC)C(C)C (Diisopropylethylamine), [C@H]1([C@H](CCCC1)N)N ((1S,2S)-1,2-cyclohexandiamine), ClC1=C(C(=O)O)C=CC(=N1)C(F)(F)F (2-chloro-6-(trifluoromethyl)nicotinic acid), C([O-])([O-])=O.[K+].[K+] (potassium carbonate), BrCCCCBr (1,4-dibromobutane). Run in C(C)#N (acetonitrile). Reaction conditions: temperature 140 celsius, time 10 minute. Yields the product N1(CCCC1)[C@@H]1[C@H](CCCC1)NC1=C(C(=O)O)C=CC(=N1)C(F)(F)F (2-{[(1S,2S)-2-pyrrolidin-1-ylcyclohexyl]amino}-6-(trifluoromethyl)nicotinic acid). As a reaction SMILES: C(N(C(C)C)CC)(C)C.[C@H:10]1([NH2:17])[CH2:15][CH2:14][CH2:13][CH2:12][C@@H:11]1[NH2:16].Cl[C:19]1[N:27]=[C:26]([C:28]([F:31])([F:30])[F:29])[CH:25]=[CH:24][C:20]=1[C:21]([OH:23])=[O:22].C(=O)([O-])[O-].[K+].[K+].Br[CH2:39][CH2:40][CH2:41][CH2:42]Br>C(#N)C>[N:16]1([C@H:11]2[CH2:12][CH2:13][CH2:14][CH2:15][C@@H:10]2[NH:17][C:19]2[N:27]=[C:26]([C:28]([F:31])([F:30])[F:29])[CH:25]=[CH:24][C:20]=2[C:21]([OH:23])=[O:22])[CH2:42][CH2:41][CH2:40][CH2:39]1 |f:3.4.5|. Reported procedure: Diisopropylethylamine and (1S,2S)-1,2-cyclohexandiamine were added to 2-chloro-6-(trifluoromethyl)nicotinic acid, followed by stirring at 100° C. for 30 minutes and at 140° C. for 10 minutes using a microwave reaction device. The reaction liquid was dissolved in acetonitrile, potassium carbonate and 1,4-dibromobutane were added, followed by stirring at 50° C. for 8 hours. By dissolving the residue extracted with chloroform in methanol and THF, adding 1 M sodium hydroxide aqueous solution thereto... Reaction SMILES: [Br:15][c:16]1[cH:17][c:18]([CH2:19][Br:20])[cH:21][cH:22][cH:23]1.[C:9](=[O:10])([O-:11])[O-:12].[CH3:1][O:2][c:3]1[nH:4][c:5](=[O:8])[nH:6][n:7]1.[CH3:25][C:26]#[N:27].[K+:13].[K+:14].[OH2:24]>>[CH3:1][O:2][c:3]1[n:4]([CH2:19][c:18]2[cH:17][c:16]([Br:15])[cH:23][cH:22][cH:21]2)[c:5](=[O:8])[nH:6][n:7]1. The reactants are BrCc1cccc(Br)c1, O=C([O-])[O-], COc1n[nH]c(=O)[nH]1, CC#N, [K+], [K+], O. The product is COc1n[nH]c(=O)n1Cc1cccc(Br)c1.